Dataset: the Open Reaction Database (ORD), a public repository of structured organic reaction records. Task: describe an organic reaction: reactants, conditions, products, and yield The reactants are C(=O)(O)CCC\C=C\1/C[C@H]2C[C@H]([C@@H]([C@H]2C1)CCC(C(CCCC)F)O)OC1OCCCC1 ((1S,2R,3R,5S)-7(E)-(4-Carboxybutylidene)-2-[4(RS)-fluoro-3 (RS)-hydroxyoctyl]-3-tetrahydropyranyloxybicyclo[3.3.0]octane), CC(=O)C.OS(=O)(=O)O.O=[Cr](=O)=O (Jones reagent). Run in C(C)(C)O (isopropyl alcohol). Run at time 40 minute. The product is C(=O)(O)CCC\C=C\1/C[C@H]2C[C@H]([C@@H]([C@H]2C1)CCC(C(CCCC)F)=O)OC1OCCCC1 ((1S,2R,3R,5S)-7(E)-(4-carboxybutylidene)-2-[4(RS)-fluoro-3 -oxooctyl]-3-tetrahydropyranyloxybicyclo[3.3.0]octane). RXN SMILES: [C:1]([CH2:4][CH2:5][CH2:6]/[CH:7]=[C:8]1\[CH2:9][C@@H:10]2[C@H:14]([CH2:15]\1)[C@@H:13]([CH2:16][CH2:17][CH:18]([OH:25])[CH:19]([F:24])[CH2:20][CH2:21][CH2:22][CH3:23])[C@H:12]([O:26][CH:27]1[CH2:32][CH2:31][CH2:30][CH2:29][O:28]1)[CH2:11]2)([OH:3])=[O:2].CC(C)=O.OS(O)(=O)=O.O=[Cr](=O)=O>C(O)(C)C>[C:1]([CH2:4][CH2:5][CH2:6]/[CH:7]=[C:8]1\[CH2:9][C@@H:10]2[C@H:14]([CH2:15]\1)[C@@H:13]([CH2:16][CH2:17][C:18](=[O:25])[CH:19]([F:24])[CH2:20][CH2:21][CH2:22][CH3:23])[C@H:12]([O:26][CH:27]1[CH2:32][CH2:31][CH2:30][CH2:29][O:28]1)[CH2:11]2)([OH:3])=[O:2] |f:1.2.3|. Reported procedure: (1S,2R,3R,5S)-7(E)-(4-Carboxybutylidene)-2-[4(RS)-fluoro-3(RS)-hydroxyoctyl]-3 -tetrahydropyranyloxybicyclo[3.3.0]octane (13) (0.184 g) was oxidized with Jones reagent between about -15° and -5° C. After stirring for 40 minutes, isopropyl alcohol (0.43 ml) was added, and the mixture was treated by a usual work-up. Obtained crude product was purified on column chromatography (hexane/ethyl acetate=15/1-10/1) using silica gel treated with an acid (CC-4: available from Mallineckrodt Co., Ltd.) to gi...